This data is from the Open Reaction Database (ORD), a public repository of structured organic reaction records. The task is: describe an organic reaction: reactants, conditions, products, and yield Starting materials: NC1=C(CN(C(C(=O)[O-])CO)S(=O)(=O)C2=CC=C(C=C2)OC)C=CC=C1 (2-[(2-aminobenzyl)-(4-methoxybenzenesulfonyl)amino]-3-hydroxypropionate), N1=CC=CC=C1 (pyridine), S(=O)(=O)(C1=CC=C(C)C=C1)Cl (tosyl chloride). Run at temperature 0 celsius, time 2 hour. The product is COC1=CC=C(C=C1)S(=O)(=O)N1C(CN(C2=C(C1)C=CC=C2)S(=O)(=O)C2=CC=C(C=C2)C)C(=O)OC (Methyl 4-(4-Methoxybenzenesulfonyl)-1-(4-methylphenylsulfonyl)-2,3,4,5-tetrahydro-1H-[1,4]benzodiazepine-3-carboxylate). Reaction SMILES: [NH2:1][C:2]1[CH:26]=[CH:25][CH:24]=[CH:23][C:3]=1[CH2:4][N:5]([S:12]([C:15]1[CH:20]=[CH:19][C:18]([O:21][CH3:22])=[CH:17][CH:16]=1)(=[O:14])=[O:13])[CH:6]([CH2:10]O)[C:7]([O-:9])=[O:8].[S:27](Cl)([C:30]1[CH:36]=[CH:35][C:33]([CH3:34])=[CH:32][CH:31]=1)(=[O:29])=[O:28].N1C=CC=C[CH:39]=1>>[CH3:22][O:21][C:18]1[CH:17]=[CH:16][C:15]([S:12]([N:5]2[CH2:4][C:3]3[CH:23]=[CH:24][CH:25]=[CH:26][C:2]=3[N:1]([S:27]([C:30]3[CH:36]=[CH:35][C:33]([CH3:34])=[CH:32][CH:31]=3)(=[O:29])=[O:28])[CH2:10][CH:6]2[C:7]([O:9][CH3:39])=[O:8])(=[O:14])=[O:13])=[CH:20][CH:19]=1. Reported procedure: To 0.50 g (1.26 mmol) of 2-[(2-aminobenzyl)-(4-methoxybenzenesulfonyl)amino]-3-hydroxypropionate in 5 ml of pyridine cooled to 0° C. was added 0.284 g (2.59 mmol) of tosyl chloride. The mixture was stirred at 0° C. for 2 hours and then concentrated to remove the solvent. To the residue was added 8 ml of anhydrous ethanol and the mixture refluxed for 2 days. The mixture was concentrated to dryness and ethyl acetate added. The mixture was washed with H2O, 2 N citric acid, brine and dried with Na2S...